Dataset: the Open Reaction Database (ORD), a public repository of structured organic reaction records. Task: describe an organic reaction: reactants, conditions, products, and yield Reactants: solution, C[O-].[Na+] (sodium methoxide), CO (methanol), FC(C(=O)OCC)(F)F (ethyl trifluoro-acetate), N1(N=CC=C1)C1=CC=C(C=C1)C(C)=O (1-(4-pyrazol-1-yl-phenyl)-ethanone). Solvent: C(C)OC(C)(C)C (2-ethoxy-2-methyl-propane), C(C)OC(C)(C)C (2-ethoxy-2-methyl-propane). Reaction conditions: temperature 20 celsius, time 22 hour. Yields the product FC(C(CC(=O)C1=CC=C(C=C1)N1N=CC=C1)=O)(F)F (4,4,4-Trifluoro-1-(4-pyrazol-1-yl-phenyl)-butane-1,3-dione). Isolated yield 63.4%. RXN SMILES: C[O-].[Na+].CO.[F:6][C:7]([F:14])([F:13])[C:8]([O:10]CC)=O.[N:15]1([C:20]2[CH:25]=[CH:24][C:23]([C:26](=[O:28])[CH3:27])=[CH:22][CH:21]=2)[CH:19]=[CH:18][CH:17]=[N:16]1>C(OC(C)(C)C)C>[F:14][C:7]([F:6])([F:13])[C:8](=[O:10])[CH2:27][C:26]([C:23]1[CH:22]=[CH:21][C:20]([N:15]2[CH:19]=[CH:18][CH:17]=[N:16]2)=[CH:25][CH:24]=1)=[O:28] |f:0.1|. Procedure: A 5.4 N solution of sodium methoxide in methanol (3.0 mL, 16.2 mmol) was added drop wise over 10 min to a solution of ethyl trifluoro-acetate (1.81 mL, 15.2 mmol) in 2-ethoxy-2-methyl-propane (20 mL) at 20° C. followed by the addition of a suspension of 1-(4-pyrazol-1-yl-phenyl)-ethanone (2.57 g, 13.8 mmol) in 2-ethoxy-2-methyl-propane (10 mL). The reaction mixture was stirred for 22 h at 20° C. and then poured onto ice-water (50 mL). The mixture was extracted with ethyl acetate and the organic ... The reactants are C(C)(C)(C)OC(=O)N[C@@H](CC1=CC=C(C=C1)OCC1=CC=CC=C1)C(=O)N[C@H](C)C(=O)O (Nα-t-butoxycarbonyl-O-benzyl-L-tyrosyl-D-alanine), ( 2 ), C(C)(C)(C)OC(=O)N[C@@H](CC1=CNC2=CC=CC=C12)C(=O)O (Nα-t-butoxycarbonyl-L-tryptophan), C(C)(C)(C)OC(=O)N[C@H](COCC1=CC=CC=C1)C(=O)O (Nα-t-butoxycarbonyl-O-benzyl-D-serine), C1(CCCCC1)N=C=NC1CCCCC1 (dicyclohexylcarbodiimide), C1(CCCCC1)N=C=NC1CCCCC1 (dicyclohexylcarbodiimide). Reaction conditions: temperature 25 celsius. As a reaction SMILES: C(OC([NH:8][C@H:9]([C:25]([NH:27][C@@H:28]([C:30]([OH:32])=[O:31])[CH3:29])=[O:26])[CH2:10][C:11]1[CH:16]=[CH:15][C:14]([O:17][CH2:18][C:19]2[CH:24]=[CH:23][CH:22]=[CH:21][CH:20]=2)=[CH:13][CH:12]=1)=O)(C)(C)C.C(O[C:38]([NH:40][C@@H:41]([C:51]([OH:53])=O)[CH2:42][O:43][CH2:44][C:45]1[CH:50]=[CH:49][CH:48]=[CH:47][CH:46]=1)=[O:39])(C)(C)C.C1(N=C=NC2CCCCC2)CCCCC1.[C:69]([O:73][C:74]([NH:76][C@H:77](C(O)=O)[CH2:78][C:79]1[C:87]2[C:82](=[CH:83][CH:84]=[CH:85][CH:86]=2)[NH:81][CH:80]=1)=[O:75])([CH3:72])([CH3:71])[CH3:70]>>[C:69]([O:73][C:74]([NH:76][C@H:77]([C:38]([NH:40][C@@H:41]([C:51]([NH:8][C@H:9]([C:25]([NH:27][C@@H:28]([C:30]([OH:32])=[O:31])[CH3:29])=[O:26])[CH2:10][C:11]1[CH:16]=[CH:15][C:14]([O:17][CH2:18][C:19]2[CH:24]=[CH:23][CH:22]=[CH:21][CH:20]=2)=[CH:13][CH:12]=1)=[O:53])[CH2:42][O:43][CH2:44][C:45]1[CH:46]=[CH:47][CH:48]=[CH:49][CH:50]=1)=[O:39])[CH2:78][C:79]1[C:87]2[C:82](=[CH:83][CH:84]=[CH:85][CH:86]=2)[NH:81][CH:80]=1)=[O:75])([CH3:72])([CH3:70])[CH3:71]. Reported procedure: Nαt-Butoxycarbonyl-L-tryptophyl-O-benzyl-D-seryl-O-benzyl-L-tyrosyl-D-alanine resin is prepared from 8 g. of Nα-t-butoxycarbonyl-O-benzyl-L-tyrosyl-D-alanine resin by successive coupling, according to the general process for solid phase synthesis given in Example 1, with (13 g., 9.8 mmol, of Nα-t-butoxycarbonyl-O-benzyl-D-serine and 2 g., 9.7 mmol, of dicyclohexylcarbodiimide and (2) 3 g., 9.8 mmol, of Nα-t-butoxycarbonyl-L-tryptophan and 2 g. of dicyclohexylcarbodiimide. The resin is washed wit... Yields the product C(C)(C)(C)OC(=O)N[C@@H](CC1=CNC2=CC=CC=C12)C(=O)N[C@H](COCC1=CC=CC=C1)C(=O)N[C@@H](CC1=CC=C(C=C1)OCC1=CC=CC=C1)C(=O)N[C@H](C)C(=O)O (Nαt-Butoxycarbonyl-L-tryptophyl-O-benzyl-D-seryl-O-benzyl-L-tyrosyl-D-alanine).